This data is from the Open Reaction Database (ORD), a public repository of structured organic reaction records. The task is: describe an organic reaction: reactants, conditions, products, and yield Starting materials: Cl (HCl), C(C)(C)NC(C)C (diisopropylamine), C(CCC)[Mg]Cl.O1CCCC1 (n-butylmagnesium chloride tetrahydrofuran), ClCC(=O)O (monochloroacetic acid), C(C1=CC=CC=C1)(=O)OC (methyl benzoate). Solvent: O1CCCC1 (tetrahydrofuran). Reaction conditions: time 4 hour. Product: C(C(=O)C1=CC=CC=C1)Cl (phenacyl chloride). The yield is 73.7%. RXN SMILES: C(NC(C)C)(C)C.C([Mg]Cl)CCC.O1CCCC1.[Cl:19][CH2:20][C:21]([OH:23])=O.C(OC)(=O)[C:25]1[CH:30]=[CH:29][CH:28]=[CH:27][CH:26]=1.Cl>O1CCCC1>[CH2:20]([Cl:19])[C:21]([C:25]1[CH:30]=[CH:29][CH:28]=[CH:27][CH:26]=1)=[O:23] |f:1.2|. Reported procedure: Under the atomosphere of nitrogen gas, diisopropylamine (0.6605 g) was added to 6.67 mL of 0.9 M n-butylmagnesium chloride/tetrahydrofuran (6 mmol). The mixture was stirred a room temperature for 4 hours, after which it was cooled to 0° C. Then, a solution of 284 mg (3.0 mmol) of monochloroacetic acid and 136 mg (1 mmol) of methyl benzoate in 5 mL of tetrahydrofuran was added portionwise for 1 minutes. This mixture was stirred at 0° C. for 30 minutes and, while the temperature was allowed to ris...